Task: describe an organic reaction: reactants, conditions, products, and yield. Dataset: the Open Reaction Database (ORD), a public repository of structured organic reaction records The reactants are NC1=C(SC2=NC(=C(C(=C21)C)Cl)OCC(=O)O)C(NC2CC2)=O ((3-amino-5-chloro-2-cyclopropylcarbamoyl-4-methyl-thieno[2,3-b]pyridin-6-yloxy)-acetic acid), O.ON1N=NC2=C1C=CC=C2 (1-hydroxybenzotriazole hydrate), C(C)(C)N(C(C)C)CC (N,N-diisopropylethylamine), Cl.CN(CCCN=C=NCC)C (1-[3-(dimethylamino)propyl]-3-ethylcarbodiimide hydrochloride), FC1=CC=C(CN)C=C1 (4-fluorobenzylamine). Solvent: C1CCOC1 (THF), CN(C)C=O (DMF). Run at time 16 hour. Yields the product C1(CC1)NC(=O)C1=C(C=2C(=NC(=C(C2C)Cl)OCC(NCC2=CC=C(C=C2)F)=O)S1)N (3-Amino-5-chloro-6-[(4-fluoro-benzylcarbamoyl)-methoxy]-4-methyl-thieno[2,3-b]pyridine-2-carboxylic acid cyclopropylamide). Isolated yield 36.6%. RXN SMILES: [NH2:1][C:2]1[C:10]2[C:5](=[N:6][C:7]([O:13][CH2:14][C:15]([OH:17])=O)=[C:8]([Cl:12])[C:9]=2[CH3:11])[S:4][C:3]=1[C:18](=[O:23])[NH:19][CH:20]1[CH2:22][CH2:21]1.O.ON1C2C=CC=CC=2N=N1.C(N(CC)C(C)C)(C)C.Cl.CN(C)CCCN=C=NCC.[F:56][C:57]1[CH:64]=[CH:63][C:60]([CH2:61][NH2:62])=[CH:59][CH:58]=1>CN(C=O)C.C1COCC1>[CH:20]1([NH:19][C:18]([C:3]2[S:4][C:5]3=[N:6][C:7]([O:13][CH2:14][C:15](=[O:17])[NH:62][CH2:61][C:60]4[CH:63]=[CH:64][C:57]([F:56])=[CH:58][CH:59]=4)=[C:8]([Cl:12])[C:9]([CH3:11])=[C:10]3[C:2]=2[NH2:1])=[O:23])[CH2:22][CH2:21]1 |f:1.2,4.5|. Reported procedure: To a solution of (3-amino-5-chloro-2-cyclopropylcarbamoyl-4-methyl-thieno[2,3-b]pyridin-6-yloxy)-acetic acid (0.300 g, 0.843 mmol) in a 1:1 mixture of THF:DMF (2.0 ml each) are added 1-hydroxybenzotriazole hydrate (0.148 g, 1.096 mmol), N,N-diisopropylethylamine (0.163 g, 1.265 mmol), 1-[3-(dimethylamino)propyl]-3-ethylcarbodiimide hydrochloride (0.242 g, 1.265 mmol), and 4-fluorobenzylamine (0.317 g, 2.529 mmol). The resulting solution is stirred at room temperature for 16 hours. The reaction i... The reactants are C[Si](C#CC=1C=CC2=C(C(CCS2)=O)C1)(C)C (2,3-dihydro-6-(2-trimethylsilylethynyl)-(4H)-1-benzothiopyran-4-one), C(=O)([O-])[O-].[K+].[K+] (K2CO3). The solvent is CO (MeOH), O (H2O). Run at time 20 hour. Yields the product C(=C)C=1C=CC2=C(C(CCS2)=O)C1 (2,3-dihydro-6-ethenyl-(4H)- 1-benzothiopyran-4-one). Reaction SMILES: C[Si](C)(C)[C:3]#[C:4][C:5]1[CH:6]=[CH:7][C:8]2[S:13][CH2:12][CH2:11][C:10](=[O:14])[C:9]=2[CH:15]=1.C([O-])([O-])=O.[K+].[K+]>CO.O>[CH:4]([C:5]1[CH:6]=[CH:7][C:8]2[S:13][CH2:12][CH2:11][C:10](=[O:14])[C:9]=2[CH:15]=1)=[CH2:3] |f:1.2.3|. Reported procedure: A solution containing 600.0 mg (2.25 mmol) of 2,3-dihydro-6-(2-trimethylsilylethynyl)-(4H)-1-benzothiopyran-4-one and 100.0 mg (0.72 mmol) K2CO3 in 15 ml MeOH was stirred at room temperature for 20 hours. The solution was diluted with H2O and extracted with Et2O. The combined organic layers were washed with H2O and saturated aqueous NaCl before being dried over MgSO4. Removal of the solvents under reduced pressure afforded the title compound as an orange solid. 1H NMR (CDCl3): δ 8.17 (1H, d, J=1... The reactants are COC1=CC=C(C=C1)C=CC#N (3-(4-methoxyphenyl)acrylonitrile), CC1=CC(=NN1)N (5-methyl-1H-pyrazole-3-amine), O1C(=CC=C1)CN ((furan-2-yl)methanamine). Product: O1C(=CC=C1)CNC1=NC(=NC(=C1)NC1=NNC(=C1)C)C=CC1=CC=CC=C1 (N4-((furan-2-yl)methyl)-N6-(5methyl-1H-pyrazol-3-yl)-2-styrylpyrimidine-4,6-diamine). Reaction SMILES: CO[C:3]1[CH:8]=[CH:7][C:6]([CH:9]=[CH:10][C:11]#[N:12])=[CH:5][CH:4]=1.[CH3:13][C:14]1[NH:18][N:17]=[C:16]([NH2:19])[CH:15]=1.[O:20]1[CH:24]=[CH:23][CH:22]=[C:21]1[CH2:25][NH2:26]>>[O:20]1[CH:24]=[CH:23][CH:22]=[C:21]1[CH2:25][NH:26][C:11]1[CH:10]=[C:9]([NH:19][C:16]2[CH:15]=[C:14]([CH3:13])[NH:18][N:17]=2)[N:12]=[C:11]([CH:10]=[CH:9][C:6]2[CH:5]=[CH:4][CH:3]=[CH:8][CH:7]=2)[N:12]=1. Procedure: Example 162 was synthesized via Scheme 6 according to the general scheme provided above with the appropriate starting materials 3-(4-methoxyphenyl)acrylonitrile, 5-methyl-1H-pyrazole-3-amine, and (furan-2-yl)methanamine. Structure of the target was confirmed by 1H-NMR. The 1H-NMR is attached. Reported procedure: A mixture of 1-benzyl-4-nonylpiperazine (0.54 g, 1.80 mmol) (prepared by reacting 1-benzylpiperazine, Aldrich, with 1-bromononane, Aldrich, and NaH in DMF), palladium hydroxide on carbon (0.14 g) and cyclohexene (7 mL) in ethanol (15 mL) was heated at reflux overnight. After filtration, the filtrate was concentrated in vacuo to dryness to give 1-nonylpiperazine as an oil, 0.38 g, 100%. Reagents/catalysts: [OH-].[OH-].[Pd+2] (palladium hydroxide on carbon). The product is C(CCCCCCCC)N1CCNCC1 (1-nonylpiperazine). The reactants are C(C1=CC=CC=C1)N1CCN(CC1)CCCCCCCCC (1-benzyl-4-nonylpiperazine), C1=CCCCC1 (cyclohexene). Run in C(C)O (ethanol). RXN SMILES: C([N:8]1[CH2:13][CH2:12][N:11]([CH2:14][CH2:15][CH2:16][CH2:17][CH2:18][CH2:19][CH2:20][CH2:21][CH3:22])[CH2:10][CH2:9]1)C1C=CC=CC=1.C1CCCCC=1>C(O)C.[OH-].[OH-].[Pd+2]>[CH2:14]([N:11]1[CH2:10][CH2:9][NH:8][CH2:13][CH2:12]1)[CH2:15][CH2:16][CH2:17][CH2:18][CH2:19][CH2:20][CH2:21][CH3:22] |f:3.4.5|. Product: CC(C)(C)OC(=O)N1CCC(n2ccc3c(N4CCc5cc(S(C)(=O)=O)ccc54)ncnc32)CC1. As a reaction SMILES: [CH3:1][S:2](=[O:3])(=[O:4])[c:5]1[cH:6][c:7]2[c:11]([cH:12][cH:13]1)[NH:10][CH2:9][CH2:8]2.[CH3:37][N:38]([CH3:39])[CH:40]=[O:41].[Cl:14][c:15]1[c:16]2[c:17]([n:18][cH:19][n:20]1)[n:21]([CH:24]1[CH2:25][CH2:26][N:27]([C:30](=[O:31])[O:32][C:33]([CH3:34])([CH3:35])[CH3:36])[CH2:28][CH2:29]1)[cH:22][cH:23]2.[H-:42].[Na+:43].[OH2:44]>>[CH3:1][S:2](=[O:3])(=[O:4])[c:5]1[cH:6][c:7]2[c:11]([cH:12][cH:13]1)[N:10]([c:15]1[c:16]3[c:17]([n:18][cH:19][n:20]1)[n:21]([CH:24]1[CH2:25][CH2:26][N:27]([C:30](=[O:31])[O:32][C:33]([CH3:34])([CH3:35])[CH3:36])[CH2:28][CH2:29]1)[cH:22][cH:23]3)[CH2:9][CH2:8]2. The reactants are CS(=O)(=O)c1ccc2c(c1)CCN2, CN(C)C=O, CC(C)(C)OC(=O)N1CCC(n2ccc3c(Cl)ncnc32)CC1, [H-], [Na+], O.